From a dataset of the Open Reaction Database (ORD), a public repository of structured organic reaction records. describe an organic reaction: reactants, conditions, products, and yield The reactants are CCOCCOCCO, CC[O-], CCO, C=CC1CC1(C(=O)OCC)C(=O)OCC, [Na+]. Product: C=CC1CC1(C(=O)OCC)C(=O)OCCOCCOCC. As a reaction SMILES: [CH2:16]([CH3:17])[O:18][CH2:19][CH2:20][O:21][CH2:22][CH2:23][OH:24].[CH3:26][CH2:27][O-:28].[CH3:29][CH2:30][OH:31].[CH:1](=[CH2:2])[CH:3]1[C:4]([C:6](=[O:7])[O:8][CH2:9][CH3:10])([C:11](=[O:12])[O:13][CH2:14][CH3:15])[CH2:5]1.[Na+:25]>>[CH:1](=[CH2:2])[CH:3]1[C:4]([C:6](=[O:7])[O:8][CH2:9][CH3:10])([C:11](=[O:12])[O:13][CH2:14][CH2:15][O:21][CH2:20][CH2:19][O:18][CH2:16][CH3:17])[CH2:5]1.